describe an organic reaction: reactants, conditions, products, and yield From a dataset of the Open Reaction Database (ORD), a public repository of structured organic reaction records. Reactants: O=C([O-])[O-], N#CCC(=O)O, ClCCl, Nc1ccccc1, [Na+], [Na+]. The product is N#CCC(=O)Nc1ccccc1. Reaction SMILES: [C:14](=[O:15])([O-:16])[O-:17].[C:1](#[N:2])[CH2:3][C:4](=[O:5])[OH:6].[Cl:20][CH2:21][Cl:22].[NH2:7][c:8]1[cH:9][cH:10][cH:11][cH:12][cH:13]1.[Na+:18].[Na+:19]>>[C:1](#[N:2])[CH2:3][C:4](=[O:6])[NH:7][c:8]1[cH:9][cH:10][cH:11][cH:12][cH:13]1. Reactants: C(=O)(O)CN1C(CCN(C2=C1C=CC=C2)C(C2=CC=C(C=C2)NC(C2=C(C=CC=C2)C2=C(C=CC=C2)C)=O)=O)=O (1-carboxymethyl-5-{4-[2-(2-methylphenyl)benzoylamino]benzoyl}-1,3,4,5-tetrahydro-1,5-benzodiazepin-2(2H)-one), CN(CCO)C (2-dimethylaminoethanol), C1(CCCCC1)N=C=NC1CCCCC1 (dicyclohexylcarbodiimide). Reagents/catalysts: CN(C1=CC=NC=C1)C (4-dimethylaminopyridine). The solvent is ClCCl (dichloromethane). Run at time 30 hour. Product: CN(CCOC(=O)CN1C(CCN(C2=C1C=CC=C2)C(C2=CC=C(C=C2)NC(C2=C(C=CC=C2)C2=C(C=CC=C2)C)=O)=O)=O)C (1-[(2-dimethylaminoethoxy)carbonylmethyl]-5-{4-[2-(2-methylphenyl)benzoylamino]benzoyl}-1,3,4,5-tetrahydro-1,5-benzodiazepin-2(2H)-one). Yield: 34.5%. RXN SMILES: [C:1]([CH2:4][N:5]1[C:11]2[CH:12]=[CH:13][CH:14]=[CH:15][C:10]=2[N:9]([C:16](=[O:39])[C:17]2[CH:22]=[CH:21][C:20]([NH:23][C:24](=[O:38])[C:25]3[CH:30]=[CH:29][CH:28]=[CH:27][C:26]=3[C:31]3[CH:36]=[CH:35][CH:34]=[CH:33][C:32]=3[CH3:37])=[CH:19][CH:18]=2)[CH2:8][CH2:7][C:6]1=[O:40])([OH:3])=[O:2].[CH3:41][N:42]([CH3:46])[CH2:43][CH2:44]O.C1(N=C=NC2CCCCC2)CCCCC1>CN(C)C1C=CN=CC=1.ClCCl>[CH3:41][N:42]([CH3:46])[CH2:43][CH2:44][O:2][C:1]([CH2:4][N:5]1[C:11]2[CH:12]=[CH:13][CH:14]=[CH:15][C:10]=2[N:9]([C:16](=[O:39])[C:17]2[CH:18]=[CH:19][C:20]([NH:23][C:24](=[O:38])[C:25]3[CH:30]=[CH:29][CH:28]=[CH:27][C:26]=3[C:31]3[CH:36]=[CH:35][CH:34]=[CH:33][C:32]=3[CH3:37])=[CH:21][CH:22]=2)[CH2:8][CH2:7][C:6]1=[O:40])=[O:3]. Procedure details: To a solution of 1-carboxymethyl-5-{4-[2-(2-methylphenyl)benzoylamino]benzoyl}-1,3,4,5-tetrahydro-1,5-benzodiazepin-2(2H)-one (220 mg), 2-dimethylaminoethanol (37 mg) and 4-dimethylaminopyridine (10 mg) in dichloromethane (5 ml) were added dicyclohexylcarbodiimide (102 mg) at ambient temperature and the mixture was stirred at the same temperature for 30 hours. The resulting mixture was washed with saturated sodium bicarbonate aqueous solution. Drying over magnesium sulfate, filtering and the rem... Starting materials: CC1=CC(=C2C(=N1)N=C(N2)CC)C (5,7-dimethyl-2-ethylimidazo[4,5-b]pyridine), C1(=CC=CC=C1)C(N1N=NN=C1C1=CC(=CC=C1C1=CC=C(C=C1)CBr)Cl)(C1=CC=CC=C1)C1=CC=CC=C1 (N-triphenylmethyl-5-(4'-bromomethyl-4-chlorobiphen-2-yl)tetrazole). Yields the product CC1=CC(=C2C(=N1)N(C(=N2)CC)CC2=CC=C(C=C2)C2=C(C=C(C=C2)Cl)C2=NN=NN2)C (5,7-Dimethyl-2-ethyl-3-(4'-chloro-2'-(tetrazol-5-yl)biphen-4-yl)methyl-3H-imidazo[4,5-b]pyridine), Cl (HCl). Reaction SMILES: [CH3:1][C:2]1[N:7]=[C:6]2[N:8]=[C:9]([CH2:11][CH3:12])[NH:10][C:5]2=[C:4]([CH3:13])[CH:3]=1.C1(C(C2C=CC=CC=2)(C2C=CC=CC=2)[N:21]2[C:25]([C:26]3[C:31]([C:32]4[CH:37]=[CH:36][C:35]([CH2:38]Br)=[CH:34][CH:33]=4)=[CH:30][CH:29]=[C:28]([Cl:40])[CH:27]=3)=[N:24][N:23]=[N:22]2)C=CC=CC=1>>[CH3:1][C:2]1[N:7]=[C:6]2[N:8]([CH2:38][C:35]3[CH:34]=[CH:33][C:32]([C:31]4[CH:30]=[CH:29][C:28]([Cl:40])=[CH:27][C:26]=4[C:25]4[NH:21][N:22]=[N:23][N:24]=4)=[CH:37][CH:36]=3)[C:9]([CH2:11][CH3:12])=[N:10][C:5]2=[C:4]([CH3:13])[CH:3]=1.[ClH:40]. Procedure details: The title compound was prepared from 5,7-dimethyl-2-ethylimidazo[4,5-b]pyridine and N-triphenylmethyl-5-(4'-bromomethyl-4-chlorobiphen-2-yl)tetrazole in a manner similar to Example 7, and was isolated as an HCl salt. Reactants: CN1CCC(O)(c2ccccc2)CC1, CS(C)=O, Clc1cnccn1, [H-], [Na+], O. Yields the product CN1CCC(Oc2cnccn2)(c2ccccc2)CC1. Reaction SMILES: [CH3:1][N:2]1[CH2:3][CH2:4][C:5]([OH:8])([c:9]2[cH:10][cH:11][cH:12][cH:13][cH:14]2)[CH2:6][CH2:7]1.[CH3:25][S:26]([CH3:27])=[O:28].[Cl:17][c:18]1[n:19][cH:20][cH:21][n:22][cH:23]1.[H-:15].[Na+:16].[OH2:24]>>[CH3:1][N:2]1[CH2:3][CH2:4][C:5]([O:8][c:18]2[n:19][cH:20][cH:21][n:22][cH:23]2)([c:9]2[cH:10][cH:11][cH:12][cH:13][cH:14]2)[CH2:6][CH2:7]1. The reactants are BrC1=CC=C(C=C1)C(C(C(=O)OC)(C)C)C1=CC=CC=C1 (methyl 3-(4-bromophenyl)-2,2-dimethyl-3-phenylpropanoate), N1CCCCC1 (piperidine), C(C)(C)(C)P(C1=C(C=CC=C1)C1=CC=CC=C1)C(C)(C)C (2-(di-tert-butylphosphino)-biphenyl), CC(C)([O-])C.[Na+] (sodium tert-butoxide). The reagents and catalysts are C(C)(=O)[O-].[Pd+2].C(C)(=O)[O-] (palladium acetate). The solvent is C1(=CC=CC=C1)C (toluene). Run at temperature 80 celsius. Yields the product CC(C(=O)OC)(C(C1=CC=C(C=C1)N1CCCCC1)C1=CC=CC=C1)C (methyl 2,2-dimethyl-3-phenyl-3-(4-(piperidin-1-yl)phenyl)propanoate). Isolated yield 82.0%. As a reaction SMILES: Br[C:2]1[CH:7]=[CH:6][C:5]([CH:8]([C:16]2[CH:21]=[CH:20][CH:19]=[CH:18][CH:17]=2)[C:9]([CH3:15])([CH3:14])[C:10]([O:12][CH3:13])=[O:11])=[CH:4][CH:3]=1.[NH:22]1[CH2:27][CH2:26][CH2:25][CH2:24][CH2:23]1.C(P(C(C)(C)C)C1C=CC=CC=1C1C=CC=CC=1)(C)(C)C.CC(C)([O-])C.[Na+]>C1(C)C=CC=CC=1.C([O-])(=O)C.[Pd+2].C([O-])(=O)C>[CH3:14][C:9]([CH3:15])([CH:8]([C:16]1[CH:21]=[CH:20][CH:19]=[CH:18][CH:17]=1)[C:5]1[CH:6]=[CH:7][C:2]([N:22]2[CH2:27][CH2:26][CH2:25][CH2:24][CH2:23]2)=[CH:3][CH:4]=1)[C:10]([O:12][CH3:13])=[O:11] |f:3.4,6.7.8|. Procedure: A mixture of methyl 3-(4-bromophenyl)-2,2-dimethyl-3-phenylpropanoate (250 mg, 0.72 mmol), piperidine (3 mL), palladium acetate (32 mg, 0.144 mmol), 2-(di-tert-butylphosphino)-biphenyl (87 mg, 0.29 mmol), and sodium tert-butoxide (166 mg, 1.73 mmol) in toluene (5 ml) was heated at 80° C. for 1.5 h. The reaction mixture was cooled to room temperature, the solid was removed by filtration, and the filtrate was concentrated in vacuo. The crude product was purified by silica gel flash chromatography ... As a reaction SMILES: [Br:1][CH2:2][c:3]1[cH:4][cH:5][c:6]([C:8]#[N:9])[s:7]1.[CH2:26]1[O:27][CH2:28][CH2:29][O:30][CH2:31][CH2:32][O:33][CH2:34][CH2:35][O:36][CH2:37][CH2:38][O:39][CH2:40]1.[O:20]=[C:21]1[CH2:22][CH2:23][CH2:24][CH2:25]1.[O:41]1[CH2:42][CH2:43][CH2:44][CH2:45]1.[P:10]([O:11][CH2:12][CH3:13])([O:14][CH2:15][CH3:16])[O:17][CH2:18][CH3:19]>>[CH:2]([c:3]1[cH:4][cH:5][c:6]([C:8]#[N:9])[s:7]1)=[C:21]1[CH2:22][CH2:23][CH2:24][CH2:25]1. Product: N#Cc1ccc(C=C2CCCC2)s1. Reactants: N#Cc1ccc(CBr)s1, C1COCCOCCOCCOCCO1, O=C1CCCC1, C1CCOC1, CCOP(OCC)OCC. The reactants are C1(CC1)C(O)(C1=CN=C(S1)SC=1C=C2C=CC=3N(C2=CC1)C(=NN3)C3=CC=CC=C3)C3CC3 (Dicyclopropyl-[2-(1-phenyl-[1,2,4]triazolo[4,3-a]quinolin-7-ylsulfanyl)-thiazol-5-yl]-methanol), C(C)[SiH](CC)CC (triethylsilane), C(=O)(C(F)(F)F)O (TFA), C(C)[SiH](CC)CC (triethylsilane), C(=O)(C(F)(F)F)O (TFA). The solvent is C(Cl)Cl (CH2Cl2). Run at time 4 hour. The product is C1(CC1)C(C1=CN=C(S1)SC=1C=C2C=CC=3N(C2=CC1)C(=NN3)C3=CC=CC=C3)C3CC3 (7-(5-Dicyclopropylmethyl-thiazol-2-ylsulfanyl)-1-phenyl-[1,2,4]triazolo[4,3-a]quinoline). Reaction SMILES: [CH:1]1([C:4]([CH:31]2[CH2:33][CH2:32]2)([C:6]2[S:10][C:9]([S:11][C:12]3[CH:13]=[C:14]4[C:19](=[CH:20][CH:21]=3)[N:18]3[C:22]([C:25]5[CH:30]=[CH:29][CH:28]=[CH:27][CH:26]=5)=[N:23][N:24]=[C:17]3[CH:16]=[CH:15]4)=[N:8][CH:7]=2)O)[CH2:3][CH2:2]1.C([SiH](CC)CC)C.C(O)(C(F)(F)F)=O>C(Cl)Cl>[CH:31]1([CH:4]([CH:1]2[CH2:2][CH2:3]2)[C:6]2[S:10][C:9]([S:11][C:12]3[CH:13]=[C:14]4[C:19](=[CH:20][CH:21]=3)[N:18]3[C:22]([C:25]5[CH:30]=[CH:29][CH:28]=[CH:27][CH:26]=5)=[N:23][N:24]=[C:17]3[CH:16]=[CH:15]4)=[N:8][CH:7]=2)[CH2:33][CH2:32]1. Procedure details: To 10g (23 mg, 0.05 mmol) in CH2Cl2 (3 mL) was added triethylsilane (0.04 mL, 0.24 mmol) and TFA (0.04 mL, 0.49 mmol) at 0° C. After 4 hours at room temperature, additional triethylsilane (0.02 mL, 0.12 mmol) and TFA (0.02 mL, 0.25 mmol) as added at 0° C., and the reaction was stirred for another 3 hours at room temperature. The reaction was washed with saturated aqueous NaHCO3, and the aqueous layer was extracted with EtOAc. The combined organic layers were dried over MgSO4, filtered, and conce...